This data is from the Open Reaction Database (ORD), a public repository of structured organic reaction records. The task is: describe an organic reaction: reactants, conditions, products, and yield Reactants: CN(C)C=O, O=C=Nc1ccc(F)cc1, Nc1ccc(Oc2ccnc3c2CCC(=O)N3)cc1, C1CCOC1, O. The product is O=C1CCc2c(Oc3ccc(NC(=O)Nc4ccc(F)cc4)cc3)ccnc2N1. As a reaction SMILES: [CH3:35][N:36]([CH3:37])[CH:38]=[O:39].[F:20][c:21]1[cH:22][cH:23][c:24]([N:27]=[C:28]=[O:29])[cH:25][cH:26]1.[O:1]=[C:2]1[CH2:3][CH2:4][c:5]2[c:6]([O:12][c:13]3[cH:14][cH:15][c:16]([NH2:17])[cH:18][cH:19]3)[cH:7][cH:8][n:9][c:10]2[NH:11]1.[O:30]1[CH2:31][CH2:32][CH2:33][CH2:34]1.[OH2:40]>>[O:1]=[C:2]1[CH2:3][CH2:4][c:5]2[c:6]([O:12][c:13]3[cH:14][cH:15][c:16]([NH:17][C:28]([NH:27][c:24]4[cH:23][cH:22][c:21]([F:20])[cH:26][cH:25]4)=[O:29])[cH:18][cH:19]3)[cH:7][cH:8][n:9][c:10]2[NH:11]1.